This data is from the Open Reaction Database (ORD), a public repository of structured organic reaction records. The task is: describe an organic reaction: reactants, conditions, products, and yield Yields the product COC=1C=C2C(NC=NC2=CC1OCCCN1CCOCC1)=O (6-methoxy-7-(3-morpholinopropoxy)-3,4dihydroquinazolin-4-one). Yield: 94.7%. Starting materials: COC=1C=C2C(=NC=NC2=CC1OCCCN1CCOCC1)OC1=CC=CC=C1 (6-methoxy-7-(3-morpholinopropoxy)-4-phenoxyquinazoline), Cl (hydrochloric acid), C(O)([O-])=O.[Na+] (sodium hydrogen carbonate). Reaction SMILES: [CH3:1][O:2][C:3]1[CH:4]=[C:5]2[C:10](=[CH:11][C:12]=1[O:13][CH2:14][CH2:15][CH2:16][N:17]1[CH2:22][CH2:21][O:20][CH2:19][CH2:18]1)[N:9]=[CH:8][N:7]=[C:6]2[O:23]C1C=CC=CC=1.Cl.C(=O)([O-])O.[Na+]>>[CH3:1][O:2][C:3]1[CH:4]=[C:5]2[C:10](=[CH:11][C:12]=1[O:13][CH2:14][CH2:15][CH2:16][N:17]1[CH2:22][CH2:21][O:20][CH2:19][CH2:18]1)[N:9]=[CH:8][NH:7][C:6]2=[O:23] |f:2.3|. Run at temperature 100 celsius. Procedure details: A mixture of 6-methoxy-7-(3-morpholinopropoxy)-4-phenoxyquinazoline (980 mg, 2.48 mmol) and 2M hydrochloric acid (25 ml) was heated at 100° C. for 2 hours and allowed to cool. The solution was basified with solid sodium hydrogen carbonate, and the product was extracted with methylene chloride. The organic phase was passed through phase separating paper and the solvent removed by evaporation to give 6-methoxy-7-(3-morpholinopropoxy)-3,4dihydroquinazolin-4-one (750 mg, 95%) as a pale brown solid w... Starting materials: CC1=NC(=NO1)C=1C=C2CN(C(C2=CC1)=O)CC(=O)O ((5-{5-Methyl-[1,2,4]oxadiazol-3-yl}-1-oxo-1,3-dihydro-isoindol-2-yl)acetic acid), ON1N=NC2=C1C=CC=C2 (1-hydroxybenzotriazole), C1CCC(CC1)N=C=NC2CCCCC2 (DCC), C(C)OC(CN1CCNCC1)=O (piperazin-1-yl-acetic acid ethyl ester). The solvent is CN(C)C=O (DMF). Conditions: temperature 0 celsius, time 1 hour. Product: C(C)OC(CN1CCN(CC1)C(CN1C(C2=CC=C(C=C2C1)C1=NOC(=N1)C)=O)=O)=O ((4-{2-[5-(5-Methyl-[1,2,4]oxadiazol-3-yl)-1-oxo-1,3-dihydro-isoindol-2-yl]-acetyl}-piperazin-1-yl)-acetic acid ethyl ester). As a reaction SMILES: C1CCC(N=C=NC2CCCCC2)CC1.[CH3:16][C:17]1[O:21][N:20]=[C:19]([C:22]2[CH:23]=[C:24]3[C:28](=[CH:29][CH:30]=2)[C:27](=[O:31])[N:26]([CH2:32][C:33]([OH:35])=O)[CH2:25]3)[N:18]=1.ON1C2C=CC=CC=2N=N1.[CH2:46]([O:48][C:49](=[O:57])[CH2:50][N:51]1[CH2:56][CH2:55][NH:54][CH2:53][CH2:52]1)[CH3:47]>CN(C=O)C>[CH2:46]([O:48][C:49](=[O:57])[CH2:50][N:51]1[CH2:56][CH2:55][N:54]([C:33](=[O:35])[CH2:32][N:26]2[CH2:25][C:24]3[C:28](=[CH:29][CH:30]=[C:22]([C:19]4[N:18]=[C:17]([CH3:16])[O:21][N:20]=4)[CH:23]=3)[C:27]2=[O:31])[CH2:53][CH2:52]1)[CH3:47]. Procedure details: DCC (0.433 g; 2.1 mmol) was added with vigorous stirring to a solution of the compound of example 66d (0.53 g; 1.9 mmol) and 1-hydroxybenzotriazole (0.338 g; 2.47 mmol) in dry DMF (15 ml) at 0° C. After 10 min. piperazin-1-yl-acetic acid ethyl ester (0.43 g; 2.47 mmol) was added to the mixture It was stirred at 0° C. for 1 h and then kept in the freezer over night. The DCU was filtered off and the filtrate was washed with 1N aqueous NaHCO3, water, 1N aqueous HCl, brine, dried (Na2SO4), concentra... Starting materials: COC([C@](NC(=O)OC1C2CC3CC(CC1C3)C2)(CC2=CNC3=CC=CC=C23)C)=O (N-[(2-adamantyloxy)carbonyl]-α-methyl-D-tryptophan methyl ester), [Li+].[OH-] (LiOH). Solvent: O1CCOCC1 (1,4-dioxan). Reaction conditions: time 8 hour. The product is C12C(C3CC(CC(C1)C3)C2)OC(=O)N[C@](CC2=CNC3=CC=CC=C23)(C(=O)O)C (N-[(2-Adamantyloxy)-carbonyl]-α-methyl-D-tryptophan). The yield is 0.1%. Reaction SMILES: C[O:2][C:3](=[O:30])[C@@:4]([CH3:29])([CH2:19][C:20]1[C:28]2[C:23](=[CH:24][CH:25]=[CH:26][CH:27]=2)[NH:22][CH:21]=1)[NH:5][C:6]([O:8][CH:9]1[CH:16]2[CH2:17][CH:12]3[CH2:13][CH:14]([CH2:18][CH:10]1[CH2:11]3)[CH2:15]2)=[O:7].[Li+].[OH-]>O1CCOCC1>[CH:10]12[CH2:18][CH:14]3[CH2:13][CH:12]([CH2:17][CH:16]([CH2:15]3)[CH:9]1[O:8][C:6]([NH:5][C@@:4]([CH3:29])([C:3]([OH:30])=[O:2])[CH2:19][C:20]1[C:28]3[C:23](=[CH:24][CH:25]=[CH:26][CH:27]=3)[NH:22][CH:21]=1)=[O:7])[CH2:11]2 |f:1.2|. Reported procedure: To a stirred solution of N-[(2-adamantyloxy)carbonyl]-α-methyl-D-tryptophan methyl ester (1.36 g, 3.3 mmol) in aqueous 1,4-dioxan (1:2) (20 mL) was added an excess of LiOH (0.210 g, 5 mmol) and stirred at room temperature overnight. After removing the solvent in vacuo the residue was chromatographed using 5% MeOH:95% CH2Cl2 then 10% MeOH:90% CH2Cl2 as eluants to yield the acid (0.953 mg, 90%) as a white solid, crystallized from n-hexane, mp 210°-215° C. (EtOAc/n-hexane); IR (film) 1689 cm-1 ; NM... Starting materials: N1(CCCC1)C(=O)C=1C=C2CC(NC2=CC1)=O (5-(pyrrolidine-1-carbonyl)-1,3-dihydro-indol-2-one), O=C1NCCC=2C1=CNC2C=O (4-oxo-4,5,6,7-tetrahydro-2H-pyrrolo[3,4-c]pyridine-1-carbaldehyde), N1CCCCC1 (piperidine). Run in C(C)O (ethanol). Run at temperature 80 celsius. Product: O=C1NC2=CC=C(C=C2C1=CC=1NC=C2C(NCCC21)=O)C(=O)N2CCCC2 (1-[2-Oxo-5-(pyrrolidine-1-carbonyl)-1,2-dihydro-indol-3-ylidenemethyl]-2,5,6,7-tetrahydro-pyrrolo[3,4-c]pyridin-4-one). Reaction SMILES: [N:1]1([C:6]([C:8]2[CH:9]=[C:10]3[C:14](=[CH:15][CH:16]=2)[NH:13][C:12](=[O:17])[CH2:11]3)=[O:7])[CH2:5][CH2:4][CH2:3][CH2:2]1.[O:18]=[C:19]1[C:24]2=[CH:25][NH:26][C:27]([CH:28]=O)=[C:23]2[CH2:22][CH2:21][NH:20]1.N1CCCCC1>C(O)C>[O:17]=[C:12]1[C:11](=[CH:28][C:27]2[NH:26][CH:25]=[C:24]3[C:23]=2[CH2:22][CH2:21][NH:20][C:19]3=[O:18])[C:10]2[C:14](=[CH:15][CH:16]=[C:8]([C:6]([N:1]3[CH2:5][CH2:4][CH2:3][CH2:2]3)=[O:7])[CH:9]=2)[NH:13]1. Reported procedure: A mixture of 5-(pyrrolidine-1-carbonyl)-1,3-dihydro-indol-2-one (46 mg, 0.2 mmol), 4-oxo-4,5,6,7-tetrahydro-2H-pyrrolo[3,4-c]pyridine-1-carbaldehyde (1 equivalent) and 0.1 mL of piperidine in ethanol (1 mL) was heated in a sealed tube at 80° C. for 3 hours. The precipitate was collected by vacuum filtration, washed with ethanol and dried to give the title compound as a yellow solid. RXN SMILES: [C:29]([CH3:30])(=[O:31])[O:32][C:33](=[O:34])[CH3:35].[CH2:1]([CH3:2])[NH:3][CH2:4][CH2:5][n:6]1[c:7]([NH:15][CH:16]2[CH2:17][CH2:18][N:19]([CH2:22][c:23]3[cH:24][cH:25][cH:26][cH:27][cH:28]3)[CH2:20][CH2:21]2)[n:8][c:9]2[c:10]1[n:11][cH:12][cH:13][cH:14]2.[Cl:36][CH:37]([Cl:38])[Cl:39]>>[CH2:1]([CH3:2])[N:3]([CH2:4][CH2:5][n:6]1[c:7]([NH:15][CH:16]2[CH2:17][CH2:18][N:19]([CH2:22][c:23]3[cH:24][cH:25][cH:26][cH:27][cH:28]3)[CH2:20][CH2:21]2)[n:8][c:9]2[c:10]1[n:11][cH:12][cH:13][cH:14]2)[C:29]([CH3:30])=[O:31]. The product is CCN(CCn1c(NC2CCN(Cc3ccccc3)CC2)nc2cccnc21)C(C)=O. Starting materials: CC(=O)OC(C)=O, CCNCCn1c(NC2CCN(Cc3ccccc3)CC2)nc2cccnc21, ClC(Cl)Cl. The reactants are C1CCOC1, COC(=O)c1nc(Nc2ccc(Cl)c(OC)c2)sc1C, [K+], [K], [OH-]. Product: COc1cc(Nc2nc(C(=O)O)c(C)s2)ccc1Cl. RXN SMILES: [CH2:24]1[O:25][CH2:26][CH2:27][CH2:28]1.[CH3:1][O:2][C:3](=[O:4])[c:5]1[n:6][c:7]([NH:11][c:12]2[cH:13][c:14]([O:19][CH3:20])[c:15]([Cl:18])[cH:16][cH:17]2)[s:8][c:9]1[CH3:10].[K+:22].[K:23].[OH-:21]>>[O:2]=[C:3]([OH:4])[c:5]1[n:6][c:7]([NH:11][c:12]2[cH:13][c:14]([O:19][CH3:20])[c:15]([Cl:18])[cH:16][cH:17]2)[s:8][c:9]1[CH3:10]. Starting materials: ClC1=NC=C(C2=CC(=CC=C12)F)OC (1-chloro-6-fluoro-4-methoxyisoquinoline), CC[O-].[Na+] (NaOEt). Run in CS(=O)C (DMSO), CCOC(=O)C (EtOAc). Conditions: time 16 hour. Yields the product ClC1=NC=C(C2=CC(=CC=C12)OCC)OC (1-chloro-6-ethoxy-4-methoxyisoquinoline). Isolated yield 53.4%. RXN SMILES: [Cl:1][C:2]1[C:11]2[C:6](=[CH:7][C:8](F)=[CH:9][CH:10]=2)[C:5]([O:13][CH3:14])=[CH:4][N:3]=1.[CH3:15][CH2:16][O-:17].[Na+]>CS(C)=O.CCOC(C)=O>[Cl:1][C:2]1[C:11]2[C:6](=[CH:7][C:8]([O:17][CH2:16][CH3:15])=[CH:9][CH:10]=2)[C:5]([O:13][CH3:14])=[CH:4][N:3]=1 |f:1.2|. Procedure: 1-chloro-6-fluoro-4-methoxyisoquinoline (533 mg, 2.52 mmol) was dissolved in DMSO (5 mL) then NaOEt (171 mg, 2.52 mmol) was added to the solution. The reaction was stirred for 16 h. The reaction was diluted with EtOAc and washed with 1N HCl, then brine. The organic layer was collected, dried over sodium sulfate and concentrated under vacuum. The crude material was purified by silica gel chromatography using DCM as eluent. The product fractions were collected and solvent was removed under vacuum ... The reactants are N1CCNCC1 (piperazine), CCOC(=O)C (EtOAc), FC1=CC=C(C=C1)C(CCCN1CCNCC1)C1=CC=C(C=C1)F (1-[4,4-bis(p-fluorophenyl)butyl]-piperazine), ClC1=NC=CC=N1 (2-chloropyrimidin). Solvent: CCO (EtOH), CN(C)C=O (DMF), CCOCC (Ether). Yields the product Cl.FC1=CC=C(C=C1)C(CCCN1CCN(CC1)C1=NC=CC=N1)C1=CC=C(C=C1)F (4-[4,4-bis(p-fluorophenyl)butyl]-1-(2-pyrimidyl)-piperazine hydrochloride). Isolated yield 65.6%. Reaction SMILES: [F:1][C:2]1[CH:7]=[CH:6][C:5]([CH:8]([C:18]2[CH:23]=[CH:22][C:21]([F:24])=[CH:20][CH:19]=2)[CH2:9][CH2:10][CH2:11][N:12]2[CH2:17][CH2:16][NH:15][CH2:14][CH2:13]2)=[CH:4][CH:3]=1.[Cl:25][C:26]1[N:31]=[CH:30][CH:29]=[CH:28][N:27]=1.N1CCNCC1.CCOC(C)=O>CN(C=O)C.CCOCC.CCO>[ClH:25].[F:24][C:21]1[CH:20]=[CH:19][C:18]([CH:8]([C:5]2[CH:6]=[CH:7][C:2]([F:1])=[CH:3][CH:4]=2)[CH2:9][CH2:10][CH2:11][N:12]2[CH2:13][CH2:14][N:15]([C:26]3[N:31]=[CH:30][CH:29]=[CH:28][N:27]=3)[CH2:16][CH2:17]2)=[CH:23][CH:22]=1 |f:7.8|. Procedure: 8.3 g (0.025 mole) of 1-[4,4-bis(p-fluorophenyl)butyl]-piperazine and 3.1 g (0.027 mole) of 2-chloropyrimidin were heated in 5 ml DMF at 150° C. until TLC showed the disappearance of the starting piperazine derivative. After cooling EtOAc (50 ml) and EtOH (enough to get a clear solution) were added. Ether was added, whereby the desired product crystallized. Recrystallization from EtOH, EtOAc+ether yielded 7.3 g (65%) of the title compound (2:1), m.p. 195°-97° C.